From a dataset of the Open Reaction Database (ORD), a public repository of structured organic reaction records. describe an organic reaction: reactants, conditions, products, and yield Yields the product O=CC1CCC(c2cc(F)c(I)c(F)c2)CC1. Starting materials: CC1COC(C2CCC(c3cc(F)c(I)c(F)c3)CC2)O1, Cc1ccccc1, O=CO. RXN SMILES: [CH2:1]1[O:2][CH:5]([CH:6]2[CH2:7][CH2:8][CH:9]([c:12]3[cH:13][c:14]([F:20])[c:15]([I:19])[c:16]([F:18])[cH:17]3)[CH2:10][CH2:11]2)[O:4][CH:3]1[CH3:21].[CH3:25][c:26]1[cH:27][cH:28][cH:29][cH:30][cH:31]1.[CH:22]([OH:23])=[O:24]>>[O:4]=[CH:5][CH:6]1[CH2:7][CH2:8][CH:9]([c:12]2[cH:13][c:14]([F:20])[c:15]([I:19])[c:16]([F:18])[cH:17]2)[CH2:10][CH2:11]1. The reactants are resultant suspension, Cl (hydrochloric acid), NC1=NC=C(C=C1[N+](=O)[O-])Br (2-Amino-5-bromo-3-nitropyridine), diazonium salt, N (ammonia), Cl (hydrochloric acid), N(=O)[O-].[Na+] (NaNO2), C(C)OCC (diethyl ether). The reagents and catalysts are [Cu]Cl (copper(I) chloride). Solvent: O (water). Conditions: temperature 0 celsius, time 1 hour. Yields the product BrC=1C=C(C(=NC1)Cl)[N+](=O)[O-] (5-bromo-2-chloro-3-nitropyridine). Isolated yield 55.0%. Reaction SMILES: N[C:2]1[C:7]([N+:8]([O-:10])=[O:9])=[CH:6][C:5]([Br:11])=[CH:4][N:3]=1.N([O-])=O.[Na+].N.C(OCC)C.[ClH:22]>O.[Cu]Cl>[Br:11][C:5]1[CH:6]=[C:7]([N+:8]([O-:10])=[O:9])[C:2]([Cl:22])=[N:3][CH:4]=1 |f:1.2|. Reported procedure: 2-Amino-5-bromo-3-nitropyridine (21.8 g, 0.1 mol) was ground to a fine powder using a mortar and pestle and then suspended in 6M hydrochloric acid (250 ml). This mixture was cooled to 0° C. and treated with solid NaNO2 (8.3 g, 0.12 mol) at such a rate that the internal temperature remained below 5° C. (ca. 45 minutes). Following the addition, stirring at 0° C. was continued for a further 1 hour. To the resultant suspension was added a solution of freshly prepared copper(I) chloride (12.9 g. 0.13... Reactants: C(C)C1=CC=C(C=C1)C=CC1=CC=C(C=C1)C1=C(C=C(C=C1)[C@@H]1CC[C@H](CC1)CCCCC)F (1-(p-ethylphenyl)-2-[4'-(trans-4-n-pentylcyclohexyl)-2'-fluorobiphenyl-4-yl]ethene). Reagents/catalysts: [Pd] (Pd/C). The solvent is O1CCCC1 (tetrahydrofuran). Yields the product C(C)C1=CC=C(C=C1)CCC1=CC=C(C=C1)C1=C(C=C(C=C1)[C@@H]1CC[C@H](CC1)CCCCC)F (1-(p-ethylphenyl)-2-[4'-(trans-4-n-pentylcyclohexyl)-2'-fluorobiphenyl-4-yl)ethane). As a reaction SMILES: [CH2:1]([C:3]1[CH:8]=[CH:7][C:6]([CH:9]=[CH:10][C:11]2[CH:16]=[CH:15][C:14]([C:17]3[CH:22]=[CH:21][C:20]([C@H:23]4[CH2:28][CH2:27][C@H:26]([CH2:29][CH2:30][CH2:31][CH2:32][CH3:33])[CH2:25][CH2:24]4)=[CH:19][C:18]=3[F:34])=[CH:13][CH:12]=2)=[CH:5][CH:4]=1)[CH3:2]>O1CCCC1.[Pd]>[CH2:1]([C:3]1[CH:4]=[CH:5][C:6]([CH2:9][CH2:10][C:11]2[CH:16]=[CH:15][C:14]([C:17]3[CH:22]=[CH:21][C:20]([C@H:23]4[CH2:24][CH2:25][C@H:26]([CH2:29][CH2:30][CH2:31][CH2:32][CH3:33])[CH2:27][CH2:28]4)=[CH:19][C:18]=3[F:34])=[CH:13][CH:12]=2)=[CH:7][CH:8]=1)[CH3:2]. Reported procedure: A solution of 3.2 g of 1-(p-ethylphenyl)-2-[4'-(trans-4-n-pentylcyclohexyl)-2'-fluorobiphenyl-4-yl]ethene [obtained by Heck coupling of p-ethylstyrene with 4'-(trans-4-n-pentylcyclohexyl)-2'-fluoro-4-bromobiphenyl] in 100 ml of tetrahydrofuran is hydrogenated in the presence of Pd/C. Customary work-up gives 1-(p-ethylphenyl)-2-[4'-(trans-4-n-pentylcyclohexyl)-2'-fluorobiphenyl-4-yl)ethane. The reactants are CC(=O)O, COc1ccc([N+](=O)[O-])cc1C(=O)O, [Zn]. The product is COc1ccc(N)cc1C(=O)O. Reaction SMILES: [CH3:15][C:16](=[O:17])[OH:18].[CH3:1][O:2][c:3]1[c:4]([C:5](=[O:6])[OH:7])[cH:8][c:9]([N+:12]([O-:13])=[O:14])[cH:10][cH:11]1.[Zn:19]>>[CH3:1][O:2][c:3]1[c:4]([C:5](=[O:6])[OH:7])[cH:8][c:9]([NH2:12])[cH:10][cH:11]1.